Task: describe an organic reaction: reactants, conditions, products, and yield. Dataset: the Open Reaction Database (ORD), a public repository of structured organic reaction records Starting materials: C(C(C)(C)C)(=O)OCN1C=C(C=2C1=NC=C(N2)C2=NN(C1=CC=C(C=C21)C(C)C)C)C(NC(C)(C)C)=O ((7-(tert-butylcarbamoyl)-2-(5-isopropyl-1-methyl-1H-indazol-3-yl)-5H-pyrrolo[2,3-b]pyrazin-5-yl)methyl pivalate), [OH-].[K+] (KOH), Cl (HCl). The solvent is O1CCOCC1.O (dioxane water). Reaction conditions: time 3 hour. Yields the product C(C)(C)(C)NC(=O)C1=CNC2=NC=C(N=C21)C2=NN(C1=CC=C(C=C21)C(C)C)C (N-tert-butyl-2-(5-isopropyl-1-methyl-1H-indazol-3-yl)-5H-pyrrolo[2,3-b]pyrazine-7-carboxamide). The yield is 32.3%. Reaction SMILES: C(OC[N:9]1[C:13]2=[N:14][CH:15]=[C:16]([C:18]3[C:26]4[C:21](=[CH:22][CH:23]=[C:24]([CH:27]([CH3:29])[CH3:28])[CH:25]=4)[N:20]([CH3:30])[N:19]=3)[N:17]=[C:12]2[C:11]([C:31](=[O:37])[NH:32][C:33]([CH3:36])([CH3:35])[CH3:34])=[CH:10]1)(=O)C(C)(C)C.[OH-].[K+].Cl>O1CCOCC1.O>[C:33]([NH:32][C:31]([C:11]1[C:12]2[C:13](=[N:14][CH:15]=[C:16]([C:18]3[C:26]4[C:21](=[CH:22][CH:23]=[C:24]([CH:27]([CH3:28])[CH3:29])[CH:25]=4)[N:20]([CH3:30])[N:19]=3)[N:17]=2)[NH:9][CH:10]=1)=[O:37])([CH3:36])([CH3:35])[CH3:34] |f:1.2,4.5|. Procedure details: To a stirred solution of (7-(tert-butylcarbamoyl)-2-(5-isopropyl-1-methyl-1H-indazol-3-yl)-5H-pyrrolo[2,3-b]pyrazin-5-yl)methyl pivalate (0.2 g, crude) in dioxane/water (5 mL/10 mL) was added KOH (0.23 g, 4.1 mmol). The mixture was stirred at room temperature for 3 hours. Then the reaction mixture treated with 1N HCl to pH=3-4. The solvent was removed under reduced pressure and the residue triturated with water (15 mL) and dried to give a crude product which was purified by preparative-HPLC (Gem... Reactants: Cl (hydrochloric acid), CCOC(=O)NC=1C=CC2=C(C1)N(C=3C=CC=CC3S2)C(=O)CCN4CCOCC4 (moricizine), C(C)O (ethanol), CCOC(=O)NC=1C=CC2=C(C1)N(C=3C=CC=CC3S2)C(=O)CCN4CCOCC4 (moricizine). Conditions: temperature 72.5 celsius. Product: CCOC(=O)NC=1C=CC2=C(C1)N(C=3C=CC=CC3S2)C(=O)CCN4CCOCC4.Cl (moricizine hydrochloride). Yield: 81.0%. Reaction SMILES: [CH3:1][CH2:2][O:3][C:4]([NH:6][C:7]1[CH:8]=[CH:9][C:10]2[S:20][C:19]3[CH:18]=[CH:17][CH:16]=[CH:15][C:14]=3[N:13]([C:21]([CH2:23][CH2:24][N:25]3[CH2:30][CH2:29][O:28][CH2:27][CH2:26]3)=[O:22])[C:11]=2[CH:12]=1)=[O:5].C(O)C.[ClH:34]>>[CH3:1][CH2:2][O:3][C:4]([NH:6][C:7]1[CH:8]=[CH:9][C:10]2[S:20][C:19]3[CH:18]=[CH:17][CH:16]=[CH:15][C:14]=3[N:13]([C:21]([CH2:23][CH2:24][N:25]3[CH2:30][CH2:29][O:28][CH2:27][CH2:26]3)=[O:22])[C:11]=2[CH:12]=1)=[O:5].[ClH:34] |f:3.4|. Reported procedure: To a 250 mL flask equipped with thermometer, condenser, and nitrogen inlet were added 25 grams (0.0585 moles) moricizine and 120 mL (2.048 moles, 35 equivalents) absolute ethanol. The mixture was stirred and heated at 65-80° C. for about 15 minutes, after which time the moricizine was fully dissolved. The heat was turned off and the mixture was allowed to cool with stirring under ambient conditions. When the temperature reached about 35° C., 7.0 grams hydrochloric acid (36.5% HCl, 0.07 moles HCl... The reactants are ClCC1(COC1)CCl (3,3-bis(chloromethyl) oxetane), FC(CO)(C(C(F)(F)F)(F)F)F (2,2,3,3,4,4,4-heptafluorobutan-1ol), [H-].[Na+] (sodium hydride). Solvent: CN(C)C=O (DMF). The product is FC(COCC1(COC1)COCC(C(C(F)(F)F)(F)F)(F)F)(C(C(F)(F)F)(F)F)F (3,3-bis(2,2,3,3,4,4,4-heptafluorobutoxymethyl) oxetane). The yield is 70.5%. As a reaction SMILES: Cl[CH2:2][C:3]1([CH2:7]Cl)[CH2:6][O:5][CH2:4]1.[F:9][C:10]([F:20])([C:13]([F:19])([F:18])[C:14]([F:17])([F:16])[F:15])[CH2:11][OH:12].[H-].[Na+]>CN(C=O)C>[F:9][C:10]([F:20])([C:13]([F:18])([F:19])[C:14]([F:15])([F:16])[F:17])[CH2:11][O:12][CH2:2][C:3]1([CH2:7][O:12][CH2:11][C:10]([F:9])([F:20])[C:13]([F:18])([F:19])[C:14]([F:15])([F:17])[F:16])[CH2:6][O:5][CH2:4]1 |f:2.3|. Reported procedure: In a manner similar to that described above, 3,3-bis(chloromethyl) oxetane (155 g, 1 mole) was reacted with 2,2,3,3,4,4,4-heptafluorobutan-1ol (402 g, 2.01 moles) in DMF (2 L) in the presence of sodium hydride (100 g of 50% dispersion in mineral oil, 2.3 moles) at 85° C. for 16 h to give 340 g (70%) of 3,3-bis(2,2,3,3,4,4,4-heptafluorobutoxymethyl) oxetane, a clear, colorless liquid. Glc analysis revealed the purity of this material to be in excess of 99%: BP=70°-72° C./1.0-1.3 mm-hG; 1H NMR (CD... Starting materials: BrC1=CC=C2C3=C(NC2=C1CC)C(OCC3)(CC)CC(=O)OCC (ethyl 2-(7-bromo-1,8-diethyl-1,3,4,9-tetrahydropyrano[3,4-b]indol-1-yl)acetate), O.[OH-].[Li+] (lithium hydroxide monohydrate), O (water). Solvent: O1CCOCC1 (dioxane). Conditions: time 8 hour. Yields the product BrC1=CC=C2C3=C(NC2=C1CC)C(OCC3)(CC)CC(=O)O (2-(7-Bromo-1,8-diethyl-1,3,4,9-tetrahydropyrano[3,4-b]indol-1-yl)acetic acid). Yield: 53.5%. RXN SMILES: [Br:1][C:2]1[C:10]([CH2:11][CH3:12])=[C:9]2[C:5]([C:6]3[CH2:16][CH2:15][O:14][C:13]([CH2:19][C:20]([O:22]CC)=[O:21])([CH2:17][CH3:18])[C:7]=3[NH:8]2)=[CH:4][CH:3]=1.O.[OH-].[Li+].O>O1CCOCC1>[Br:1][C:2]1[C:10]([CH2:11][CH3:12])=[C:9]2[C:5]([C:6]3[CH2:16][CH2:15][O:14][C:13]([CH2:19][C:20]([OH:22])=[O:21])([CH2:17][CH3:18])[C:7]=3[NH:8]2)=[CH:4][CH:3]=1 |f:1.2.3|. Procedure details: To a stirred solution of ethyl 2-(7-bromo-1,8-diethyl-1,3,4,9-tetrahydropyrano[3,4-b]indol-1-yl)acetate (2.8 g, 5 mmol) in dioxane (40 ml) was added lithium hydroxide monohydrate (2.8 g, 67 mmol) and water (30 ml). The mixture was stirred at room temperature overnight. It was concentrated under reduced pressure, neutralized with 5% HCl, extracted with CH2Cl2, dried over MgSO4, and concentrated. The crude product was recrystallized in dichloromethane/hexane (60 ml/20 ml) to give a white solid (98... The reactants are O=C([O-])[O-], ClCCl, C1CCOC1, O=C1CCC(=O)N1Cl, CC12CCC(=O)C=C1CCC1C2=CCC2(C)C(C(F)F)CCC12, F, [K+], [K+], O. Product: CC12CC(F)C3(Cl)C(CCC4=CC(=O)CCC43C)C1CCC2C(F)F. RXN SMILES: [C:33](=[O:34])([O-:35])[O-:36].[CH2:40]([Cl:41])[Cl:42].[CH2:43]1[O:44][CH2:45][CH2:46][CH2:47]1.[Cl:25][N:26]1[C:27](=[O:28])[CH2:29][CH2:30][C:31]1=[O:32].[F:2][CH:3]([CH:4]1[C:5]2([CH3:6])[CH:7]([CH2:8][CH2:9]1)[CH:10]1[CH2:11][CH2:12][C:13]3=[CH:14][C:15](=[O:23])[CH2:16][CH2:17][C:18]3([CH3:19])[C:20]1=[CH:21][CH2:22]2)[F:24].[FH:1].[K+:37].[K+:38].[OH2:39]>>[F:1][CH:21]1[C:20]2([Cl:25])[CH:10]([CH:7]3[C:5]([CH3:6])([CH:4]([CH:3]([F:2])[F:24])[CH2:9][CH2:8]3)[CH2:22]1)[CH2:11][CH2:12][C:13]1=[CH:14][C:15](=[O:23])[CH2:16][CH2:17][C:18]12[CH3:19]. The reactants are CO (MeOH), [OH-].[Na+] (NaOH), COC(C(C(C)C)NS(=O)(=O)C1=CC=C(C=C1)C1=CC=C(C=C1)COC1=CC(=NC2=C(C=CC=C12)C(F)(F)F)C(F)(F)F)=O (2-[4′-(2,8-Bis-trifluoromethyl-quinolin-4-yloxymethyl)-biphenyl-4-sulfonylamino]-3-methyl-butyric acid methyl ester). The solvent is C1CCOC1 (THF). Conditions: time 3 day. The product is FC(C1=NC2=C(C=CC=C2C(=C1)OCC1=CC=C(C=C1)C1=CC=C(C=C1)S(=O)(=O)NC(C(=O)O)C(C)C)C(F)(F)F)(F)F (2-[4′-(2,8-Bis-trifluoromethyl-quinolin-4-yloxymethyl)-biphenyl-4-sulfonylamino]-3-methyl-butyric acid). Yield: 45.9%. Reaction SMILES: C[O:2][C:3](=[O:44])[CH:4]([NH:8][S:9]([C:12]1[CH:17]=[CH:16][C:15]([C:18]2[CH:23]=[CH:22][C:21]([CH2:24][O:25][C:26]3[C:35]4[C:30](=[C:31]([C:36]([F:39])([F:38])[F:37])[CH:32]=[CH:33][CH:34]=4)[N:29]=[C:28]([C:40]([F:43])([F:42])[F:41])[CH:27]=3)=[CH:20][CH:19]=2)=[CH:14][CH:13]=1)(=[O:11])=[O:10])[CH:5]([CH3:7])[CH3:6].CO.[OH-].[Na+]>C1COCC1>[F:43][C:40]([F:41])([F:42])[C:28]1[CH:27]=[C:26]([O:25][CH2:24][C:21]2[CH:22]=[CH:23][C:18]([C:15]3[CH:14]=[CH:13][C:12]([S:9]([NH:8][CH:4]([CH:5]([CH3:7])[CH3:6])[C:3]([OH:44])=[O:2])(=[O:11])=[O:10])=[CH:17][CH:16]=3)=[CH:19][CH:20]=2)[C:35]2[C:30](=[C:31]([C:36]([F:37])([F:38])[F:39])[CH:32]=[CH:33][CH:34]=2)[N:29]=1 |f:2.3|. Procedure: 2-[4′-(2,8-Bis-trifluoromethyl-quinolin-4-yloxymethyl)-biphenyl-4-sulfonylamino]-3-methyl-butyric acid methyl ester (1.026 g, 1.6 mmol, 1 equiv.) was dissolved in THF (15 mL) and MeOH (6 mL) and 1N NaOH (17.6 mL, 11 equiv.) was added. The reaction was monitored by TLC. It was complete in 3 days. Solvent was removed by rotovap and the residue was dissolved in H2O. The mixture was then acidified to pH 3 with 1N HCl. The resulting precipitate was collected by filtration and washed with cold water a... The reactants are OC1=NC=NC2=CC(=C(C=C12)OC)OCCCN1CCOCC1 (4-hydroxy-6-methoxy-7-(3-morpholinopropoxy)quinazoline), S(=O)(Cl)Cl (thionyl chloride). Yields the product ClC1=NC=NC2=CC(=C(C=C12)OC)OCCCN1CCOCC1 (4-chloro-6-methoxy-7-(3-morpholinopropoxy)quinazoline). Yield: 87.0%. As a reaction SMILES: O[C:2]1[C:11]2[C:6](=[CH:7][C:8]([O:14][CH2:15][CH2:16][CH2:17][N:18]3[CH2:23][CH2:22][O:21][CH2:20][CH2:19]3)=[C:9]([O:12][CH3:13])[CH:10]=2)[N:5]=[CH:4][N:3]=1.S(Cl)([Cl:26])=O>>[Cl:26][C:2]1[C:11]2[C:6](=[CH:7][C:8]([O:14][CH2:15][CH2:16][CH2:17][N:18]3[CH2:23][CH2:22][O:21][CH2:20][CH2:19]3)=[C:9]([O:12][CH3:13])[CH:10]=2)[N:5]=[CH:4][N:3]=1. Reported procedure: A mixture of 4-hydroxy-6-methoxy-7-(3-morpholinopropoxy)quinazoline (638 mg, 2 mmol) and thionyl chloride (8 ml) was heated at reflux for 30 minutes. Excess thionyl chloride was removed by evaporation and by azeotroping with toluene (x2). The residue was suspended in methylene chloride and 10% aqueous solution of sodium hydrogen carbonate was added to the mixture. The organic layer was separated, dried (MgSO4) and the solvent removed by evaporation. The residue was triturated with ether, the sol... The reactants are C(=O)(O)C(CC(C)C)NC(=O)C1=C(C=CC(=C1)F)SSN(C(C(=O)O)CC(C)C)C(C1=CC=CC(=C1)F)=O (2-{-[2-(1-carboxy-3-methylbutylcarbamoyl)-4-fluorophenyldisulfanyl]-5-fluorobenzoylamino}-4-methyl-pentanoic acid), BrBr (bromine). Run in C(C)#N (acetonitrile), ClCCl (dichloromethane), ClCCl (dichloromethane). Product: CC(C[C@@H](C(=O)O)N1SC2=C(C1=O)C=C(C=C2)F)C ((S)-4-Methyl-2-(5-fluoro-3-oxo-3h-benzo[d]isothiazol-2-yl)-pentanoic acid). Isolated yield 137.3%. As a reaction SMILES: C(C(NC(C1C=C(F)C=CC=1S[S:20][N:21]([C:30](=[O:38])[C:31]1[CH:36]=[C:35]([F:37])[CH:34]=[CH:33][CH:32]=1)[CH:22]([CH2:26][CH:27]([CH3:29])[CH3:28])[C:23]([OH:25])=[O:24])=O)CC(C)C)(O)=O.BrBr>C(#N)C.ClCCl>[CH3:28][CH:27]([CH3:29])[CH2:26][C@H:22]([N:21]1[C:30](=[O:38])[C:31]2[CH:36]=[C:35]([F:37])[CH:34]=[CH:33][C:32]=2[S:20]1)[C:23]([OH:25])=[O:24]. Reported procedure: Following the general method of Example 3, a slurry of {s-(R*,R*)]-2-{-[2-(1-carboxy-3-methylbutylcarbamoyl)-4-fluorophenyldisulfanyl]-5-fluorobenzoylamino}-4-methyl-pentanoic acid (2.1 g, 3.6 mmol) (from Preparation 21) in 8 mL acetonitrile and 25 mL dichloromethane was treated with bromine (0.7 g, 4.4 mmol) in 15 mL dichloromethane. The crude compound was recrystallized from methanol/water to afford 1.4 g of the title compound, mp 161°-162° C.